The task is: describe an organic reaction: reactants, conditions, products, and yield. This data is from the Open Reaction Database (ORD), a public repository of structured organic reaction records. Reactants: O=C(N=C=S)c1ccccc1, CCN(C(C)C)C(C)C, ClC(Cl)Cl, Cl, CC(C)C(N)C(=O)N1CCC(O)(c2ccc(Cl)cc2)C(C)(C)C1. Product: CC(C)C(NC(N)=S)C(=O)N1CCC(O)(c2ccc(Cl)cc2)C(C)(C)C1. As a reaction SMILES: [C:34](=[O:35])([c:36]1[cH:37][cH:38][cH:39][cH:40][cH:41]1)[N:42]=[C:43]=[S:44].[CH:25]([N:26]([CH2:27][CH3:28])[CH:29]([CH3:30])[CH3:31])([CH3:32])[CH3:33].[Cl:45][CH:46]([Cl:47])[Cl:48].[ClH:24].[NH2:1][CH:2]([C:3](=[O:4])[N:5]1[CH2:6][C:7]([CH3:19])([CH3:20])[C:8]([OH:11])([c:12]2[cH:13][cH:14][c:15]([Cl:18])[cH:16][cH:17]2)[CH2:9][CH2:10]1)[CH:21]([CH3:22])[CH3:23]>>[NH:1]([CH:2]([C:3](=[O:4])[N:5]1[CH2:6][C:7]([CH3:19])([CH3:20])[C:8]([OH:11])([c:12]2[cH:13][cH:14][c:15]([Cl:18])[cH:16][cH:17]2)[CH2:9][CH2:10]1)[CH:21]([CH3:22])[CH3:23])[C:43]([NH2:42])=[S:44].